This data is from the Open Reaction Database (ORD), a public repository of structured organic reaction records. The task is: describe an organic reaction: reactants, conditions, products, and yield Starting materials: Cl (hydrochloric acid), O.O.[Na+].NC=1SC=C(N1)C(C(=O)[O-])=NO (2-(2-aminothiazole-4-yl)-2-hydroxyiminoacetate sodium dihydrate), C([O-])([O-])=O.[Na+].[Na+] (sodium carbonate), C(C)(=O)OC(C)=O (Acetic anhydride). The solvent is O (water). Conditions: temperature 25 celsius, time 60 minute. Product: NC=1SC=C(N1)C(C(=O)O)=NOC(C)=O (2-(2-aminothiazole-4-yl)-2-acetoxyiminoacetic acid). Yield: 103.9%. RXN SMILES: O.O.[Na+].[NH2:4][C:5]1[S:6][CH:7]=[C:8]([C:10](=[N:14][OH:15])[C:11]([O-:13])=[O:12])[N:9]=1.[C:16](OC(=O)C)(=[O:18])[CH3:17].C(=O)([O-])[O-].[Na+].[Na+].Cl>O>[NH2:4][C:5]1[S:6][CH:7]=[C:8]([C:10](=[N:14][O:15][C:16](=[O:18])[CH3:17])[C:11]([OH:13])=[O:12])[N:9]=1 |f:0.1.2.3,5.6.7|. Procedure: 2-(2-aminothiazole-4-yl)-2-hydroxyiminoacetate sodium dihydrate (syn-isomer) (24.6 g) was added to water (160 ml) and stirred at 20 to 30° C. Acetic anhydride (28.7 g) was added dropwise thereto for 60 minutes. During the dropwise addition, the pH of the mixture was controlled to 6.0±0.2 by using 20% aqueous sodium carbonate. After the dropwise addition, the mixture was stirred for 30 minutes, and the pH of the mixture was adjusted to 2.5 by using 6N hydrochloric acid. After the reaction liquid ... Reaction SMILES: [B:26]([O:27][CH2:28][CH2:29][CH2:30][CH3:31])([O:32][CH2:33][CH2:34][CH2:35][CH3:36])[O:37][CH2:38][CH2:39][CH2:40][CH3:41].[CH2:42]([NH2:43])[CH2:44][CH2:45][CH3:46].[CH3:53][CH2:54][O:55][C:56](=[O:57])[CH3:58].[Cl:16][c:17]1[c:18]([CH:19]=[O:20])[cH:21][cH:22][c:23]([OH:25])[cH:24]1.[ClH:47].[Na+:52].[O-:48][C:49]([OH:50])=[O:51].[OH:1][c:2]1[cH:3][cH:4][c:5]([CH2:8][CH2:9][C:10]([CH2:11][C:12]([CH3:13])=[O:14])=[O:15])[cH:6][cH:7]1>>[OH:1][c:2]1[cH:3][cH:4][c:5]([CH2:8][CH2:9][C:10]([CH2:11][C:12]([CH:13]=[CH:19][c:18]2[c:17]([Cl:16])[cH:24][c:23]([OH:25])[cH:22][cH:21]2)=[O:14])=[O:15])[cH:6][cH:7]1. The reactants are CCCCOB(OCCCC)OCCCC, CCCCN, CCOC(C)=O, O=Cc1ccc(O)cc1Cl, Cl, [Na+], O=C([O-])O, CC(=O)CC(=O)CCc1ccc(O)cc1. Product: O=C(C=Cc1ccc(O)cc1Cl)CC(=O)CCc1ccc(O)cc1.